describe an organic reaction: reactants, conditions, products, and yield From a dataset of the Open Reaction Database (ORD), a public repository of structured organic reaction records. The reactants are C1(=CC=CC=C1)CN1CCC(CC1)NC(OCCOC)=O (2-Methoxyethyl (1-phenylmethyl-4-piperidyl)carbamate). The reagents and catalysts are [OH-].[Pd+2].[OH-] (Palladium hydroxide). Solvent: C(C)(=O)OCC (ethyl acetate). Reaction conditions: time 6 hour. The product is COCCOC(NC1CCNCC1)=O (2-methoxyethyl-4-piperidylcarbamate). The yield is 97.9%. As a reaction SMILES: C1(C[N:8]2[CH2:13][CH2:12][CH:11]([NH:14][C:15](=[O:21])[O:16][CH2:17][CH2:18][O:19][CH3:20])[CH2:10][CH2:9]2)C=CC=CC=1>C(OCC)(=O)C.[OH-].[Pd+2].[OH-]>[CH3:20][O:19][CH2:18][CH2:17][O:16][C:15](=[O:21])[NH:14][CH:11]1[CH2:12][CH2:13][NH:8][CH2:9][CH2:10]1 |f:2.3.4|. Reported procedure: 2-Methoxyethyl (1-phenylmethyl-4-piperidyl)carbamate (9.6 g), prepared according to Preparation 3, was dissolved in ethyl acetate (100 mL). Palladium hydroxide (10% on carbon, 1 g) was added, and the mixture was stirred under hydrogen (1 bar) for 6 hours. The catalyst was removed by filtration, and the solvent evaporated to give 6.5 g of 2-methoxyethyl-4-piperidylcarbamate as an oil, which was used without further purification. RXN SMILES: ClC([O:4][CH2:5][CH3:6])=O.[F:7][C:8]1[CH:13]=[C:12]([F:14])[CH:11]=[CH:10][C:9]=1[C:15]1[CH:23]=[C:19]([C:20]([OH:22])=[O:21])[C:18]([OH:24])=[C:17]([I:25])[CH:16]=1.[CH3:26]N(C)C1C=CC=CC=1.Cl>C1C=CC=CC=1>[F:7][C:8]1[CH:13]=[C:12]([F:14])[CH:11]=[CH:10][C:9]=1[C:15]1[CH:16]=[C:17]([I:25])[C:18]([O:24][C:5]([CH2:6][CH3:26])=[O:4])=[C:19]([C:20]([OH:22])=[O:21])[CH:23]=1. Conditions: time 3 hour. Procedure details: 0.928 g (0.0086 mmol) of ethyl chloroformate was added to a mixture of 2.5 g (0.0061 mmol) of 5-(2,4-difluorophenyl)-3-iodo-salicylic acid in 6 ml of benzene and 1.728 g (0.014 mmol) of dimethylaniline. The mixture was stirred at room temperature for 3 hr. Ice and a solution of 2.5 N of HCl were added. It was extracted with dichloromethane and the organic phase was dried over magnesium sulphate. The solvent was evaporated at low pressure and the crude was recrystalized from a chloroform-hexane m... Run in C1=CC=CC=C1 (benzene). The reactants are Cl (HCl), ClC(=O)OCC (ethyl chloroformate), FC1=C(C=CC(=C1)F)C1=CC(=C(C(C(=O)O)=C1)O)I (5-(2,4-difluorophenyl)-3-iodo-salicylic acid), CN(C1=CC=CC=C1)C (dimethylaniline). The product is FC1=C(C=CC(=C1)F)C1=CC(=C(C(=C1)I)OC(=O)CC)C(=O)O (2′,4′-difluoro-4-(ethylcarbonyloxy)-5-iodo-[1,1′]biphenyl-3-carboxylic acid). Reactants: ClC1=C(C(=O)OC(C(=O)OCC=C)(C)C)C=C(C=C1)[N+](=O)[O-] (allyl 2-(2-chloro-5-nitrobenzoyloxy)-2-methylpropionate), [H][H] (hydrogen). The reagents and catalysts are catalyst. Run in O1CCCC1 (tetrahydrofuran), C(CC)O (n-propanol). The product is ClC1=C(C(=O)OC(C(=O)OCC=C)(C)C)C=C(C=C1)N (allyl 2-(2-chloro-5-aminobenzoyloxy)-2-methylpropionate). The yield is 92.7%. Reaction SMILES: [Cl:1][C:2]1[CH:19]=[CH:18][C:17]([N+:20]([O-])=O)=[CH:16][C:3]=1[C:4]([O:6][C:7]([CH3:15])([CH3:14])[C:8]([O:10][CH2:11][CH:12]=[CH2:13])=[O:9])=[O:5].[H][H]>O1CCCC1.C(O)CC>[Cl:1][C:2]1[CH:19]=[CH:18][C:17]([NH2:20])=[CH:16][C:3]=1[C:4]([O:6][C:7]([CH3:15])([CH3:14])[C:8]([O:10][CH2:11][CH:12]=[CH2:13])=[O:9])=[O:5]. Procedure: In a stirred autoclave, 0.1 g of a catalyst prepared according to Example H1 is added to a solution of 10 g of allyl 2-(2-chloro-5-nitrobenzoyloxy)-2-methylpropionate in 80 ml of tetrahydrofuran and 20 ml of n-propanol, and the mixture is hydrogenated for 15 hours at a temperature of 140° C. and at a hydrogen pressure of 20 bar. After cooling the mixture to room temperature and flushing the stirred autoclave with nitrogen, the catalyst is filtered off. 126.8 g (incl. rinsing solvent) are obtaine... The reactants are O=C(Cl)C1CC1, COC(=O)c1c(Oc2cccc(NC(=O)c3cccc(C(C)(C)C#N)c3)c2)ccc2nc(N)sc12, c1ccncc1. The product is COC(=O)c1c(Oc2cccc(NC(=O)c3cccc(C(C)(C)C#N)c3)c2)ccc2nc(NC(=O)C3CC3)sc12. As a reaction SMILES: [CH:36]1([C:39](=[O:40])[Cl:41])[CH2:37][CH2:38]1.[NH2:1][c:2]1[s:3][c:4]2[c:5]([n:6]1)[cH:7][cH:8][c:9]([O:15][c:16]1[cH:17][c:18]([NH:22][C:23](=[O:24])[c:25]3[cH:26][c:27]([C:31]([CH3:32])([CH3:33])[C:34]#[N:35])[cH:28][cH:29][cH:30]3)[cH:19][cH:20][cH:21]1)[c:10]2[C:11](=[O:12])[O:13][CH3:14].[cH:42]1[cH:43][cH:44][n:45][cH:46][cH:47]1>>[NH:1]([c:2]1[s:3][c:4]2[c:5]([n:6]1)[cH:7][cH:8][c:9]([O:15][c:16]1[cH:17][c:18]([NH:22][C:23](=[O:24])[c:25]3[cH:26][c:27]([C:31]([CH3:32])([CH3:33])[C:34]#[N:35])[cH:28][cH:29][cH:30]3)[cH:19][cH:20][cH:21]1)[c:10]2[C:11](=[O:12])[O:13][CH3:14])[C:39]([CH:36]1[CH2:37][CH2:38]1)=[O:40]. Starting materials: C(C)N1N=C(C(=C1)C1=C2C(=NC=C1)NC(=C2)C=2CCN(CC2)C(=O)OC(C)(C)C)C2=CC=C(C=C2)NC(=O)NC2=CC=CC=C2 (1,1-dimethylethyl 4-{4-[1-ethyl-3-(4-{[(phenylamino)carbonyl]amino}phenyl)-1H-pyrazol-4-yl]-1H-pyrrolo[2,3-b]pyridin-2-yl}-3,6-dihydro-1(2H)-pyridinecarboxylate), Cl (hydrogen chloride). Run in O1CCOCC1 (1,4-dioxane). Reaction conditions: time 2 hour. Product: C(C)N1N=C(C(=C1)C1=C2C(=NC=C1)NC(=C2)C=2CCNCC2)C2=CC=C(C=C2)NC(=O)NC2=CC=CC=C2 (N-(4-{1-ethyl-4-[2-(1,2,3,6-tetrahydro-4-pyridinyl)-1H-pyrrolo[2,3-b]pyridin-4-yl]-1H-pyrazol-3-yl}phenyl)-N′-phenylurea). The yield is 42.0%. RXN SMILES: [CH2:1]([N:3]1[CH:7]=[C:6]([C:8]2[CH:13]=[CH:12][N:11]=[C:10]3[NH:14][C:15]([C:17]4[CH2:18][CH2:19][N:20](C(OC(C)(C)C)=O)[CH2:21][CH:22]=4)=[CH:16][C:9]=23)[C:5]([C:30]2[CH:35]=[CH:34][C:33]([NH:36][C:37]([NH:39][C:40]3[CH:45]=[CH:44][CH:43]=[CH:42][CH:41]=3)=[O:38])=[CH:32][CH:31]=2)=[N:4]1)[CH3:2].Cl>O1CCOCC1>[CH2:1]([N:3]1[CH:7]=[C:6]([C:8]2[CH:13]=[CH:12][N:11]=[C:10]3[NH:14][C:15]([C:17]4[CH2:18][CH2:19][NH:20][CH2:21][CH:22]=4)=[CH:16][C:9]=23)[C:5]([C:30]2[CH:35]=[CH:34][C:33]([NH:36][C:37]([NH:39][C:40]3[CH:41]=[CH:42][CH:43]=[CH:44][CH:45]=3)=[O:38])=[CH:32][CH:31]=2)=[N:4]1)[CH3:2]. Procedure: 1,1-dimethylethyl 4-{4-[1-ethyl-3-(4-{[(phenylamino)carbonyl]amino}phenyl)-1H-pyrazol-4-yl]-1H-pyrrolo[2,3-b]pyridin-2-yl}-3,6-dihydro-1(2H)-pyridinecarboxylate (0.362 mmol) was treated with 4N hydrogen chloride in 1,4-dioxane (2 mL). The suspension was stirred vigorously for 2 h, then concentrated under reduced pressure. Purification of the residue by reverse phase HPLC afforded the title compound as a yellow solid (42%). ESMS [M+H]+: 504.4 Reactants: FC1=C(C#N)C=CC(=C1)F (2,4-Difluorobenzonitrile), O (water), C(C)(C)(C)OC(=O)N1CCNCC1 (tert-butyl-1-piperazinecarboxylate), C([O-])([O-])=O.[K+].[K+] (potassium carbonate). Run in CS(=O)C (dimethylsulfoxide). Reaction conditions: temperature 150 celsius, time 8 hour. Product: C(C)(C)(C)OC(=O)N1CCN(CC1)C1=CC(=C(C=C1)C#N)F (4-(4-cyano-3-fluoro-phenyl)-piperazine-1-carboxylic acid tert-butyl ester). Yield: 29.9%. Reaction SMILES: [F:1][C:2]1[CH:9]=[C:8](F)[CH:7]=[CH:6][C:3]=1[C:4]#[N:5].[C:11]([O:15][C:16]([N:18]1[CH2:23][CH2:22][NH:21][CH2:20][CH2:19]1)=[O:17])([CH3:14])([CH3:13])[CH3:12].C(=O)([O-])[O-].[K+].[K+].O>CS(C)=O>[C:11]([O:15][C:16]([N:18]1[CH2:23][CH2:22][N:21]([C:8]2[CH:7]=[CH:6][C:3]([C:4]#[N:5])=[C:2]([F:1])[CH:9]=2)[CH2:20][CH2:19]1)=[O:17])([CH3:14])([CH3:12])[CH3:13] |f:2.3.4|. Reported procedure: 2,4-Difluorobenzonitrile (5.00 g, 35.94 mmol), tert-butyl-1-piperazinecarboxylate (6.69 g, 35.92 mmol) and potassium carbonate (10.0 g, 72.4 mmol) were combined in dimethylsulfoxide (40 mL) and stirred at 150° C. overnight. The reaction mixture was cooled to ambient temperature, poured into water (150 mL) and extracted into ethyl acetate (150 mL). The extract was washed twice with water and once with brine, dried over magnesium sulfate and concentrated. The residue was purified by flash chromato... The reactants are COc1c(C=O)cccc1-c1ccccc1, CCO, CC(C)c1cccc(C(C)C)c1N. The product is COc1c(C=Nc2c(C(C)C)cccc2C(C)C)cccc1-c1ccccc1. Reaction SMILES: [CH3:1][O:2][c:3]1[c:4](-[c:11]2[cH:12][cH:13][cH:14][cH:15][cH:16]2)[cH:5][cH:6][cH:7][c:8]1[CH:9]=[O:10].[CH3:30][CH2:31][OH:32].[CH:17]([CH3:18])([CH3:19])[c:20]1[c:21]([NH2:22])[c:23]([CH:27]([CH3:28])[CH3:29])[cH:24][cH:25][cH:26]1>>[CH3:1][O:2][c:3]1[c:4](-[c:11]2[cH:12][cH:13][cH:14][cH:15][cH:16]2)[cH:5][cH:6][cH:7][c:8]1[CH:9]=[N:22][c:21]1[c:20]([CH:17]([CH3:18])[CH3:19])[cH:26][cH:25][cH:24][c:23]1[CH:27]([CH3:28])[CH3:29]. Reactants: NC=1C(=CC2=C(N(C(CO2)=O)C)C1)Br (6-amino-7-bromo-4-methyl-4H-benzo[1,4]oxazin-3-one), C(C)B(CC)CC (triethylborane), PdCl2dppf, C(Cl)Cl (CH2Cl2), C(=O)([O-])[O-].[Cs+].[Cs+] (Cs2CO3). Solvent: CN(C)C=O (DMF). Yields the product NC=1C(=CC2=C(N(C(CO2)=O)C)C1)CC (6-amino-7-ethyl-4-methyl-4H-benzo[1,4]oxazin-3-one). The yield is 56.2%. Reaction SMILES: [NH2:1][C:2]1[C:3](Br)=[CH:4][C:5]2[O:10][CH2:9][C:8](=[O:11])[N:7]([CH3:12])[C:6]=2[CH:13]=1.[CH2:15](B(CC)CC)[CH3:16].C(Cl)Cl.C([O-])([O-])=O.[Cs+].[Cs+]>CN(C=O)C>[NH2:1][C:2]1[C:3]([CH2:15][CH3:16])=[CH:4][C:5]2[O:10][CH2:9][C:8](=[O:11])[N:7]([CH3:12])[C:6]=2[CH:13]=1 |f:3.4.5|. Reported procedure: A mixture of 6-amino-7-bromo-4-methyl-4H-benzo[1,4]oxazin-3-one (0.21 g, 0.82 mmol), triethylborane (2.47 ml of 1.0 M solution in hexane, 5.56 mmol), PdCl2dppf.CH2Cl2 (0.067 g, 0.082 mmol) and Cs2CO3 0.81 g, 2.46 mmol) in DMF (6 ml) was heated at 50° C. under argon for 18 hours. The mixture was partitioned between EtOAc and water. The EtOAc layed was dried (MgSO4), filtered, concentrated under reduced pressure and purified with prep-plate TLC (hexanes:EtOAc 1:1) to give 0.095 g of 6-amino-7-ethy... The product is C(C1=CC=CC=C1)(=O)NC=1C(=NC=CC1)Cl (3-benzoylamino-2-chloropyridine). Run in N1=CC=CC=C1 (pyridine), N1=CC=CC=C1 (pyridine). Reaction conditions: temperature -5 celsius, time 8 hour. Procedure: 3.9 g (28 mmol) of benzoyl chloride are added to 30 ml of pyridine while the temperature is maintained at approximately -5° C. A solution containing 3 g (23.3 mmol) of 3-amino-2-chloropyridine in 20 ml of pyridine is added to this solution using a pressure equalizing funnel. The reaction medium is left stirring overnight and then poured into a water/ice mixture. The solid obtained is then filtered off, washed several times with water and thereafter recrystallized in absolute ethanol. Reaction SMILES: [C:1](Cl)(=[O:8])[C:2]1[CH:7]=[CH:6][CH:5]=[CH:4][CH:3]=1.[NH2:10][C:11]1[C:12]([Cl:17])=[N:13][CH:14]=[CH:15][CH:16]=1>N1C=CC=CC=1>[C:1]([NH:10][C:11]1[C:12]([Cl:17])=[N:13][CH:14]=[CH:15][CH:16]=1)(=[O:8])[C:2]1[CH:7]=[CH:6][CH:5]=[CH:4][CH:3]=1. The reactants are C(C1=CC=CC=C1)(=O)Cl (benzoyl chloride), NC=1C(=NC=CC1)Cl (3-amino-2-chloropyridine), water ice.